Dataset: the Open Reaction Database (ORD), a public repository of structured organic reaction records. Task: describe an organic reaction: reactants, conditions, products, and yield Reactants: CS(=O)(=O)Cl, Cl, Cl, Cl, COc1cc(Nc2nc(C(N)CC(C)C)cs2)ccc1-n1cnc(C)c1. Product: COc1cc(Nc2nc(C(CC(C)C)NS(C)(=O)=O)cs2)ccc1-n1cnc(C)c1. As a reaction SMILES: [CH3:30][S:31](=[O:32])(=[O:33])[Cl:34].[ClH:1].[ClH:2].[ClH:3].[NH2:4][CH:5]([CH2:6][CH:7]([CH3:8])[CH3:9])[c:10]1[n:11][c:12]([NH:15][c:16]2[cH:17][c:18]([O:28][CH3:29])[c:19](-[n:22]3[cH:23][n:24][c:25]([CH3:27])[cH:26]3)[cH:20][cH:21]2)[s:13][cH:14]1>>[NH:4]([CH:5]([CH2:6][CH:7]([CH3:8])[CH3:9])[c:10]1[n:11][c:12]([NH:15][c:16]2[cH:17][c:18]([O:28][CH3:29])[c:19](-[n:22]3[cH:23][n:24][c:25]([CH3:27])[cH:26]3)[cH:20][cH:21]2)[s:13][cH:14]1)[S:31]([CH3:30])(=[O:32])=[O:33].